This data is from the Open Reaction Database (ORD), a public repository of structured organic reaction records. The task is: describe an organic reaction: reactants, conditions, products, and yield Reactants: CC1=CC=C2C(N3C(=NC2=C1)CCCCC3)=O (3-methyl-6,7,8,9,10,12-hexahydroazepino[2,1-b]quinazolin-12-one), COC=1C=CC(=CC1)P2(=S)SP(=S)(S2)C=3C=CC(=CC3)OC (Lawesson's reagent). The solvent is C1(=CC=CC=C1)C (toluene). Product: CC1=CC=C2C(N3C(=NC2=C1)CCCCC3)=S (3-Methyl-7,8,9,10-tetrahydroazepino[2,1-b]quinazoline-12(6H)-thione). Reaction SMILES: [CH3:1][C:2]1[CH:11]=[C:10]2[C:5]([C:6](=O)[N:7]3[CH2:16][CH2:15][CH2:14][CH2:13][CH2:12][C:8]3=[N:9]2)=[CH:4][CH:3]=1.COC1C=CC(P2(SP(C3C=CC(OC)=CC=3)(=S)S2)=[S:27])=CC=1>C1(C)C=CC=CC=1>[CH3:1][C:2]1[CH:11]=[C:10]2[C:5]([C:6](=[S:27])[N:7]3[CH2:16][CH2:15][CH2:14][CH2:13][CH2:12][C:8]3=[N:9]2)=[CH:4][CH:3]=1. Procedure details: 9 g of 3-methyl-6,7,8,9,10,12-hexahydroazepino[2,1-b]quinazolin-12-one was treated with 15 g of Lawesson's reagent in toluene at reflux under nitrogen until the starting material was consumed, checked by TLC, using chloroform as eluent (24 hours). The mixture was concentrated in vacuo and chromatographed on silica gel, using chloroform as eluent. The bright yellow material was recrystallized from hexane-ethyl acetate. Starting materials: BrCC1OCC2OC(OC2CO1)(C)C (4-bromomethyl-9,9-dimethyl-3,5,8, 10-tetraoxabicyclo[5.3.0]decane), BrCC1OCC(C(CO1)O)O (2-bromomethyl-5,6-dihydroxy- 1,3-dioxepane), C(C1=CC=CC=C1)=O (benzaldehyde), C=1(C(=CC=CC1)S(=O)(=O)O)C (toluenesulphonic acid). Run in C(Cl)(Cl)Cl (chloroform). Reaction conditions: time 8 day. The product is BrCC1OCC2OC(OC2CO1)C1=CC=CC=C1 (4-Bromomethyl-9-phenyl-3,5,8,10-tetraoxabicyclo[5.3.0]decane). RXN SMILES: [Br:1][CH2:2][CH:3]1[O:12][CH2:11][CH:10]2[CH:6]([O:7][C:8]([CH3:14])(C)[O:9]2)[CH2:5][O:4]1.BrCC1OCC(O)C(O)CO1.C(=O)[C:27]1[CH:32]=[CH:31]C=[CH:29][CH:28]=1.C1(C)C(S(O)(=O)=O)=CC=CC=1>C(Cl)(Cl)Cl>[Br:1][CH2:2][CH:3]1[O:4][CH2:5][CH:6]2[CH:10]([O:9][CH:8]([C:14]3[CH:31]=[CH:32][CH:27]=[CH:28][CH:29]=3)[O:7]2)[CH2:11][O:12]1. Procedure: 4-Bromomethyl-9-phenyl-3,5,8,10-tetraoxabicyclo[5.3.0]decane was prepared in a similar way to 4-bromomethyl-9,9-dimethyl-3,5,8, 10-tetraoxabicyclo[5.3.0]decane from 64.7 g of 2-bromomethyl-5,6-dihydroxy- 1,3-dioxepane (285 mmol) and 187.0 g of benzaldehyde (1760 mmol) in chloroform. The reaction time was 8 days, a fresh spatula tip of toluenesulphonic acid being added every day. Reactants: CC(C)(C)O, Oc1ccccc1C(F)(F)F, O=C(O)C(F)(F)F, O, O=S(=O)(O)O. Yields the product CC(C)(C)c1ccc(O)c(C(F)(F)F)c1. RXN SMILES: [C:12]([CH3:13])([CH3:14])([CH3:15])[OH:16].[F:1][C:2]([c:3]1[c:4]([OH:9])[cH:5][cH:6][cH:7][cH:8]1)([F:10])[F:11].[F:23][C:24]([F:25])([F:26])[C:27]([OH:28])=[O:29].[OH2:22].[S:17](=[O:18])(=[O:19])([OH:20])[OH:21]>>[F:1][C:2]([c:3]1[c:4]([OH:9])[cH:5][cH:6][c:7]([C:12]([CH3:13])([CH3:14])[CH3:15])[cH:8]1)([F:10])[F:11]. The reactants are ClC1=NC2=CC=CC=C2C(=C1)Cl (2,4-Dichloroquinoline), OC1=C(C=CC=C1)B(O)O (2-hydroxyphenylboronic acid), C([O-])([O-])=O.[Na+].[Na+] (sodium carbonate), C1(=CC=CC=C1)C (toluene). Reagents/catalysts: C=1C=CC(=CC1)[P](C=2C=CC=CC2)(C=3C=CC=CC3)[Pd]([P](C=4C=CC=CC4)(C=5C=CC=CC5)C=6C=CC=CC6)([P](C=7C=CC=CC7)(C=8C=CC=CC8)C=9C=CC=CC9)[P](C=1C=CC=CC1)(C=1C=CC=CC1)C=1C=CC=CC1 (Pd(PPh3)4). The solvent is O (water), O (water). Yields the product ClC1=CC(=NC2=CC=CC=C12)C1=C(C=CC=C1)O (2-(4-Chloroquinolin-2-yl)phenol). Yield: 52.4%. As a reaction SMILES: Cl[C:2]1[CH:11]=[C:10]([Cl:12])[C:9]2[C:4](=[CH:5][CH:6]=[CH:7][CH:8]=2)[N:3]=1.[OH:13][C:14]1[CH:19]=[CH:18][CH:17]=[CH:16][C:15]=1B(O)O.C(=O)([O-])[O-].[Na+].[Na+].C1(C)C=CC=CC=1>C1C=CC([P]([Pd]([P](C2C=CC=CC=2)(C2C=CC=CC=2)C2C=CC=CC=2)([P](C2C=CC=CC=2)(C2C=CC=CC=2)C2C=CC=CC=2)[P](C2C=CC=CC=2)(C2C=CC=CC=2)C2C=CC=CC=2)(C2C=CC=CC=2)C2C=CC=CC=2)=CC=1.O>[Cl:12][C:10]1[C:9]2[C:4](=[CH:5][CH:6]=[CH:7][CH:8]=2)[N:3]=[C:2]([C:15]2[CH:16]=[CH:17][CH:18]=[CH:19][C:14]=2[OH:13])[CH:11]=1 |f:2.3.4,^1:39,41,60,79|. Procedure details: 2,4-Dichloroquinoline (0.500 g, 2.525 mmol), 2-hydroxyphenylboronic acid (0.332 g, 2.405 mmol), sodium carbonate (0.510 g, 4.810 mmol) and Pd(PPh3)4 (0.139 g, 120 mmol) were added to a degassed mixture of toluene (5 mL) and water (2 mL), and the mixture was heated for 15 hours. After cooling, water (100 mL) was added and the aqueous layer was extracted with ethyl acetate (2×100 mL). The organic layers were combined, washed with brine (50 mL), dried (MgSO4), and concentrated. The crude product wa... Starting materials: S([O-])(O)=O.[Na+] (sodium bisulfite), 2-bromo-2'-3'-dichloro-4'-methoxyisobutyrophenone, ClC1=C(C=CC(=C1Cl)OC)C(C(C)C)=O (2',3'-dichloro-4'methoxyisobutyrophenone), BrBr (bromine), ice water. Run in C(C)(=O)O (acetic acid). Run at time 10 minute. Yields the product BrC(C(=O)C1=C(C(=C(C=C1)OC)Cl)Cl)(C)C (2Bromo-2',3'-dichloro-4'-methoxyisobutyrophenone). RXN SMILES: [Cl:1][C:2]1[C:7]([Cl:8])=[C:6]([O:9][CH3:10])[CH:5]=[CH:4][C:3]=1[C:11](=[O:15])[CH:12]([CH3:14])[CH3:13].[Br:16]Br.S(=O)(O)[O-].[Na+]>C(O)(=O)C>[Br:16][C:12]([CH3:13])([CH3:14])[C:11]([C:3]1[CH:4]=[CH:5][C:6]([O:9][CH3:10])=[C:7]([Cl:8])[C:2]=1[Cl:1])=[O:15] |f:2.3|. Procedure: A stirred solution of 2',3'-dichloro-4'methoxyisobutyrophenone (45 g., 0.183 mole) in acetic acid (150 ml.) is treated during 1/2 hour with bromine (30 g., 0.187 mole). The reaction mixture is stirred 10 minutes, then poured into ice water (600 ml.) containing sodium bisulfite (2 g.). The 2-bromo-2'-3'-dichloro-4'-methoxyisobutyrophenone which separates (48 g.) melts at 72°-73° C. after recrystallization from hexane. Starting materials: NC=1C=CC=C2CC(C(N(C12)CC1=NC=CC=C1)=O)NC([C@@H](CC(C)C)NC(C(C)(C)NC(OC(C)(C)C)=O)=O)=O (tert-Butyl 1-((2R)-1-(8-amino-2-oxo-1-(pyridin-2-ylmethyl)-1,2,3,4-tetrahydroquinolin-3-ylamino)-4-methyl-1-oxopentan-2-ylamino)-2-methyl-1-oxopropan-2-ylcarbamate), C(C)=O (acetaldehyde), C(C)#N (acetonitrile), C(#N)[BH3-].[Na+] (sodium cyanoborohydride). Run in C(C)(=O)O (acetic acid). Run at time 5 minute. The product is C(C)NC=1C=CC=C2CC(C(N(C12)CC1=NC=CC=C1)=O)NC([C@@H](CC(C)C)NC(C(C)(C)NC(OC(C)(C)C)=O)=O)=O (tert-butyl 1-((2R)-1-(8-(ethylamino)-2-oxo-1-(pyridin-2-ylmethyl)-1,2,3,4-tetrahydroquinolin-3-ylamino)-4-methyl-1-oxopentan-2-ylamino)-2-methyl-1-oxopropan-2-ylcarbamate). Reaction SMILES: [NH2:1][C:2]1[CH:3]=[CH:4][CH:5]=[C:6]2[C:11]=1[N:10]([CH2:12][C:13]1[CH:18]=[CH:17][CH:16]=[CH:15][N:14]=1)[C:9](=[O:19])[CH:8]([NH:20][C:21](=[O:41])[C@H:22]([NH:27][C:28](=[O:40])[C:29]([NH:32][C:33](=[O:39])[O:34][C:35]([CH3:38])([CH3:37])[CH3:36])([CH3:31])[CH3:30])[CH2:23][CH:24]([CH3:26])[CH3:25])[CH2:7]2.[CH:42](=O)[CH3:43].C(#N)C.C([BH3-])#N.[Na+]>C(O)(=O)C>[CH2:42]([NH:1][C:2]1[CH:3]=[CH:4][CH:5]=[C:6]2[C:11]=1[N:10]([CH2:12][C:13]1[CH:18]=[CH:17][CH:16]=[CH:15][N:14]=1)[C:9](=[O:19])[CH:8]([NH:20][C:21](=[O:41])[C@H:22]([NH:27][C:28](=[O:40])[C:29]([NH:32][C:33](=[O:39])[O:34][C:35]([CH3:38])([CH3:37])[CH3:36])([CH3:30])[CH3:31])[CH2:23][CH:24]([CH3:25])[CH3:26])[CH2:7]2)[CH3:43] |f:3.4|. Procedure details: tert-Butyl 1-((2R)-1-(8-amino-2-oxo-1-(pyridin-2-ylmethyl)-1,2,3,4-tetrahydroquinolin-3-ylamino)-4-methyl-1-oxopentan-2-ylamino)-2-methyl-1-oxopropan-2-ylcarbamate (59 mg) and acetaldehyde (29 μL) were sequentially added to acetonitrile (730 μL), and sodium cyanoborohydride (7 mg) and acetic acid (18 μL) were added to the mixture under cooling on ice, followed by stirring for 5 minutes. The resultant mixture was extracted with ethyl acetate and saturated aqueous sodium bicarbonate solution, and ... The reactants are C[Si](C)(C)C=[N+]=[N-], CO, O=c1cc(O)n(-c2cccc(C(F)(F)F)c2)nc1-c1ccnn1-c1ccccc1. Product: COc1cc(=O)c(-c2ccnn2-c2ccccc2)nn1-c1cccc(C(F)(F)F)c1. As a reaction SMILES: [CH3:30][Si:31]([CH:32]=[N+:33]=[N-:34])([CH3:35])[CH3:36].[CH3:37][OH:38].[OH:1][c:2]1[cH:3][c:4](=[O:29])[c:5](-[c:18]2[cH:19][cH:20][n:21][n:22]2-[c:23]2[cH:24][cH:25][cH:26][cH:27][cH:28]2)[n:6][n:7]1-[c:8]1[cH:9][c:10]([C:14]([F:15])([F:16])[F:17])[cH:11][cH:12][cH:13]1>>[O:1]([c:2]1[cH:3][c:4](=[O:29])[c:5](-[c:18]2[cH:19][cH:20][n:21][n:22]2-[c:23]2[cH:24][cH:25][cH:26][cH:27][cH:28]2)[n:6][n:7]1-[c:8]1[cH:9][c:10]([C:14]([F:15])([F:16])[F:17])[cH:11][cH:12][cH:13]1)[CH3:30]. Reactants: O=C1c2c(c3c4cc(O)ccc4n(C4OC(CO)C(O)C(O)C4O)c3c3[nH]c4cc5c(cc4c23)OCO5)C(=O)N1CO, CO, [NH4+], [OH-]. Product: O=C1NC(=O)c2c1c1c3cc4c(cc3[nH]c1c1c2c2cc(O)ccc2n1C1OC(CO)C(O)C(O)C1O)OCO4. Reaction SMILES: [CH2:1]1[O:2][c:3]2[c:4]([cH:5][c:6]3[c:7]([cH:8]2)[nH:9][c:10]2[c:11]3[c:12]3[c:13]([c:14]4[c:15]5[cH:16][c:17]([OH:34])[cH:18][cH:19][c:20]5[n:21]([CH:23]5[CH:24]([OH:25])[CH:26]([OH:27])[CH:28]([OH:29])[CH:30]([CH2:32][OH:33])[O:31]5)[c:22]24)[C:35](=[O:41])[N:36]([CH2:39][OH:40])[C:37]3=[O:38])[O:42]1.[CH3:45][OH:46].[NH4+:44].[OH-:43]>>[CH2:1]1[O:2][c:3]2[c:4]([cH:5][c:6]3[c:7]([cH:8]2)[nH:9][c:10]2[c:11]3[c:12]3[c:13]([c:14]4[c:15]5[cH:16][c:17]([OH:34])[cH:18][cH:19][c:20]5[n:21]([CH:23]5[CH:24]([OH:25])[CH:26]([OH:27])[CH:28]([OH:29])[CH:30]([CH2:32][OH:33])[O:31]5)[c:22]24)[C:35](=[O:41])[NH:36][C:37]3=[O:38])[O:42]1. The reactants are CC(C)CC(=O)C (MIBK), C(C1CO1)OC1=CC=C(C=C1)C12CC3(CC(CC(C1)C3)C2)C2=CC=C(C=C2)OCC2CO2 (1,3-bis(4-glycidyloxyphenyl)adamantane). The reagents and catalysts are [Br-].C(C)[N+](CC)(CC)CC (tetraethylammonium bromide). Yields the product C(C=C)(=O)O (acrylic acid), COC1=CC=C(C=C1)O (p-methoxyphenol). As a reaction SMILES: [CH2:1]([O:5][C:6]1[CH:11]=[CH:10][C:9](C23CC4CC(CC(C5C=CC(O[CH2:29][CH:30]6[O:32][CH2:31]6)=CC=5)(C4)C2)C3)=[CH:8][CH:7]=1)C1OC1.CC(CC(C)=[O:38])C>[Br-].C([N+](CC)(CC)CC)C>[C:31]([OH:32])(=[O:38])[CH:30]=[CH2:29].[CH3:1][O:5][C:6]1[CH:11]=[CH:10][C:9]([OH:38])=[CH:8][CH:7]=1 |f:2.3|. Procedure: In a separable flask having an inner volume of 300 ml, equipped with a reflux condenser, a stirrer, a thermometer, and an air inlet were charged 22.4 g of 1,3-bis(4-glycidyloxyphenyl)adamantane obtained by the Synthesis Example 1, 7.6 g of acrylic acid, 20 mL of MIBK, 0.76 g of tetraethylammonium bromide, and 7.6 mg of p-methoxyphenol, and the mixture was heated to 120° C. with flowing a small amount of an air, and stirred for 20 hours. Thereafter, 80 mL of MIBK was added, and the reaction solut...